This data is from the Open Reaction Database (ORD), a public repository of structured organic reaction records. The task is: describe an organic reaction: reactants, conditions, products, and yield Reactants: CO, Cl, Cl, N=C(N)Nc1nc(C(=O)c2c[nH]c(N)n2)cs1, [Na+], [Na+], [Na+], O=C([O-])[O-], O=[N+]([O-])[O-], O, OP(O)P(O)O, O=S(=O)(O)O. Product: N=C(N)Nc1nc(C(=O)c2c[nH]cn2)cs1. RXN SMILES: [CH3:43][OH:44].[ClH:17].[ClH:18].[NH:19]([C:20](=[NH:21])[NH2:22])[c:23]1[s:24][cH:25][c:26]([C:28](=[O:29])[c:30]2[n:31][c:32]([NH2:35])[nH:33][cH:34]2)[n:27]1.[Na+:36].[Na+:37].[Na+:6].[O-:38][C:39](=[O:40])[O-:41].[O-:7][N+:8](=[O:9])[O-:10].[OH2:42].[P:11]([P:12]([OH:13])[OH:14])([OH:15])[OH:16].[S:1](=[O:2])(=[O:3])([OH:4])[OH:5]>>[NH:19]([C:20](=[NH:21])[NH2:22])[c:23]1[s:24][cH:25][c:26]([C:28](=[O:29])[c:30]2[n:31][cH:32][nH:33][cH:34]2)[n:27]1. The reactants are [Na] (sodium), CS (methyl mercaptan), FC(C=1C=C(C=CC1Cl)[N+](=O)[O-])(F)F (3-trifluoromethyl-4-chloro-nitrobenzene). Solvent: C(C)O (ethanol), C(C)O (ethanol). Conditions: time 17 hour. Yields the product CSC1=C(C=C(C=C1)[N+](=O)[O-])C(F)(F)F (4-methylthio-3-trifluoromethyl-nitrobenzene). Isolated yield 33.2%. As a reaction SMILES: [CH3:1][SH:2].[Na].[F:4][C:5]([F:17])([F:16])[C:6]1[CH:7]=[C:8]([N+:13]([O-:15])=[O:14])[CH:9]=[CH:10][C:11]=1Cl>C(O)C>[CH3:1][S:2][C:11]1[CH:10]=[CH:9][C:8]([N+:13]([O-:15])=[O:14])=[CH:7][C:6]=1[C:5]([F:17])([F:16])[F:4] |^1:2|. Procedure details: A mixture of 30 g of methyl mercaptan in 50 ml of ethanol was added at 10° C to a mixture of 12.5 g of sodium in 500 ml of ethanol and then 63 g of 3-trifluoromethyl-4-chloro-nitrobenzene were added thereto. The mixture stood at room temperature for 17 hours and was vacuum filtered. The recovered precipitate was washed with water and dried to obtain 22 g of 4-methylthio-3-trifluoromethyl-nitrobenzene melting at 158° C. Reactants: CO, CCOC(=O)CCc1nc2c(F)c(F)cc(F)c2s1, [Na+], [OH-], O. Yields the product O=C(O)CCc1nc2c(F)c(F)cc(F)c2s1. RXN SMILES: [CH3:1][OH:2].[F:5][c:6]1[c:7]([F:23])[cH:8][c:9]([F:22])[c:10]2[c:11]1[n:12][c:13]([CH2:15][CH2:16][C:17](=[O:18])[O:19][CH2:20][CH3:21])[s:14]2.[Na+:4].[OH-:3].[OH2:24]>>[F:5][c:6]1[c:7]([F:23])[cH:8][c:9]([F:22])[c:10]2[c:11]1[n:12][c:13]([CH2:15][CH2:16][C:17](=[O:18])[OH:19])[s:14]2. As a reaction SMILES: [OH:1][C:2]1[CH:3]=[C:4]([CH:7]=[CH:8][CH:9]=1)[CH:5]=[O:6].C([O-])([O-])=O.[K+].[K+].Cl.Cl[CH2:18][CH2:19][N:20]1[CH2:25][CH2:24][O:23][CH2:22][CH2:21]1>C(#N)C>[N:20]1([CH2:19][CH2:18][O:1][C:2]2[CH:3]=[C:4]([CH:7]=[CH:8][CH:9]=2)[CH:5]=[O:6])[CH2:25][CH2:24][O:23][CH2:22][CH2:21]1 |f:1.2.3,4.5|. Solvent: C(C)#N (acetonitrile). The yield is 124.3%. Reaction conditions: time 30 minute. Product: N1(CCOCC1)CCOC=1C=C(C=O)C=CC1 (3-[2-(4-morpholinyl)ethoxy]benzaldehyde). The reactants are Cl.ClCCN1CCOCC1 (N-(2-chloroethyl)morpholine hydrochloride), C(=O)([O-])[O-].[K+].[K+] (K2CO3), OC=1C=C(C=O)C=CC1 (3-Hydroxybenzaldehyde), C(=O)([O-])[O-].[K+].[K+] (K2CO3), Cl.ClCCN1CCOCC1 (N-(2-chloroethyl)morpholine hydrochloride). Procedure details: To a solution of 3-Hydroxybenzaldehyde (3.05 g, 24.97 mmol) in acetonitrile (15 ml) was added K2CO3 (7.6 g), followed by N-(2-chloroethyl)morpholine hydrochloride (4.65 g). The reaction mixture was stirred at room temperature for 30 minutes, then at reflux overnight. Additional N-(2-chloroethyl)morpholine hydrochloride (0.93 g) and K2CO3 (0.7 g) were added and the mixture was refluxed for an additional 6 hours. The reaction mixture was cooled to room temperature, filtered and the filtrate was co... Starting materials: BrC1=C(C=C(C(=O)OC(C)(C)C)C=C1)OC1=CC=CC=C1 (tert-butyl 4-bromo-3-phenoxybenzoate), CC1(OB(OC1(C)C)C(=C)C)C (4,4,5,5-tetramethyl-2-(prop-1-en-2-yl)-1,3,2-dioxaborolane), C([O-])([O-])=O.[Na+].[Na+] (sodium carbonate). The reagents and catalysts are C=1C=CC(=CC1)[P](C=2C=CC=CC2)(C=3C=CC=CC3)[Pd]([P](C=4C=CC=CC4)(C=5C=CC=CC5)C=6C=CC=CC6)([P](C=7C=CC=CC7)(C=8C=CC=CC8)C=9C=CC=CC9)[P](C=1C=CC=CC1)(C=1C=CC=CC1)C=1C=CC=CC1 (tetrakis(triphenylphosphine)palladium). The solvent is O1CCOCC1 (1,4-dioxane), O (water). Conditions: temperature 90 celsius, time 8 hour. Product: O(C1=CC=CC=C1)C=1C=C(C(=O)OC(C)(C)C)C=CC1C(=C)C (tert-butyl 3-phenoxy-4-(prop-1-en-2-yl)benzoate). Isolated yield 86.6%. As a reaction SMILES: Br[C:2]1[CH:14]=[CH:13][C:5]([C:6]([O:8][C:9]([CH3:12])([CH3:11])[CH3:10])=[O:7])=[CH:4][C:3]=1[O:15][C:16]1[CH:21]=[CH:20][CH:19]=[CH:18][CH:17]=1.[CH3:22][C:23]1(C)[C:27](C)(C)OB(C(C)=C)O1.C(=O)([O-])[O-].[Na+].[Na+]>O1CCOCC1.O.C1C=CC([P]([Pd]([P](C2C=CC=CC=2)(C2C=CC=CC=2)C2C=CC=CC=2)([P](C2C=CC=CC=2)(C2C=CC=CC=2)C2C=CC=CC=2)[P](C2C=CC=CC=2)(C2C=CC=CC=2)C2C=CC=CC=2)(C2C=CC=CC=2)C2C=CC=CC=2)=CC=1>[O:15]([C:3]1[CH:4]=[C:5]([CH:13]=[CH:14][C:2]=1[C:23]([CH3:27])=[CH2:22])[C:6]([O:8][C:9]([CH3:12])([CH3:11])[CH3:10])=[O:7])[C:16]1[CH:21]=[CH:20][CH:19]=[CH:18][CH:17]=1 |f:2.3.4,^1:50,52,71,90|. Procedure details: A mixture of tert-butyl 4-bromo-3-phenoxybenzoate (400 mg, 1.15 mmol), 4,4,5,5-tetramethyl-2-(prop-1-en-2-yl)-1,3,2-dioxaborolane (193 mg, 1.15 mmol) and sodium carbonate (366 mg, 3.45 mmol), tetrakis(triphenylphosphine)palladium (40 mg, 0.035 mmol) in 1,4-dioxane (8 mL) and water (2 mL) was stirred at 90° C. overnight under nitrogen atmosphere. After being cooled to room temperature, the reaction was concentrated. The residue was purified by pre-HPLC to get tert-butyl 3-phenoxy-4-(prop-1-en-2-y... Procedure: Into a solution of methyl 7-methoxy-2,3-dihydro-1-benzothiepine-4-carboxylate (3.00 g) in THF (30 ml) was added at 0° C. 70% 3-chloroperbenzoic acid (6.5 g), and the resulting mixture was stirred at 0° C. for 0.5 hour and at room temperature for one hour. The reaction mixture was mixed with an aqueous solution of sodium thiosulfate, was stirred for a few minutes and was then extracted with ethyl acetate. The organic layer was washed with an aqueous saturated solution of sodium bicarbonate (3 tim... Reaction SMILES: [CH3:1][O:2][C:3]1[CH:4]=[CH:5][C:6]2S[CH2:11][CH2:10][C:9]([C:13]([O:15][CH3:16])=[O:14])=[CH:8][C:7]=2[CH:17]=1.ClC1C=CC=C(C(OO)=O)C=1.[S:29]([O-:33])([O-])(=[O:31])=S.[Na+].[Na+]>C1COCC1>[CH3:1][O:2][C:3]1[CH:4]=[CH:5][C:6]2[S:29](=[O:33])(=[O:31])[CH2:11][CH2:10][C:9]([C:13]([O:15][CH3:16])=[O:14])=[CH:8][C:7]=2[CH:17]=1 |f:2.3.4|. Run in C1CCOC1 (THF). Reactants: ClC1=CC(=CC=C1)C(=O)OO (3-chloroperbenzoic acid), COC=1C=CC2=C(C=C(CCS2)C(=O)OC)C1 (methyl 7-methoxy-2,3-dihydro-1-benzothiepine-4-carboxylate), S(=S)(=O)([O-])[O-].[Na+].[Na+] (sodium thiosulfate). Yields the product COC=1C=CC2=C(C=C(CCS2(=O)=O)C(=O)OC)C1 (methyl 7-methoxy-1,1-dioxo-2,3-dihydro-1-benzothiepine-4-carboxylate).